From a dataset of the Open Reaction Database (ORD), a public repository of structured organic reaction records. describe an organic reaction: reactants, conditions, products, and yield The reactants are N[C@@H]1[C@@H](CCCC1(F)F)NC=1N=C(C(=NC1)C#N)Cl (5-((1R,2R)-2-amino-3,3-difluorocyclohexylamino)-3-chloropyrazine-2-carbonitrile), NC=1C=C2C=CC=NC2=CC1 (6-aminoquinoline), C(=O)([O-])[O-].[K+].[K+] (K2CO3), C=1C=CC(=CC1)P(C=2C=CC=CC2)C3=CC=C4C=CC=CC4=C3C5=C6C=CC=CC6=CC=C5P(C=7C=CC=CC7)C=8C=CC=CC8 (BINAP). Reagents/catalysts: CC(=O)[O-].CC(=O)[O-].[Pd+2] (Pd(OAc)2). The solvent is O1CCOCC1 (dioxane). Reaction conditions: time 20 hour. Product: N[C@@H]1[C@@H](CCCC1(F)F)NC=1N=C(C(=NC1)C#N)NC=1C=C2C=CC=NC2=CC1 (5-((1R,2R)-2-amino-3,3-difluorocyclohexylamino)-3-(quinolin-6-ylamino)pyrazine-2-carbonitrile). Reaction SMILES: [NH2:1][C@H:2]1[C:7]([F:9])([F:8])[CH2:6][CH2:5][CH2:4][C@H:3]1[NH:10][C:11]1[N:12]=[C:13](Cl)[C:14]([C:17]#[N:18])=[N:15][CH:16]=1.[NH2:20][C:21]1[CH:22]=[C:23]2[C:28](=[CH:29][CH:30]=1)[N:27]=[CH:26][CH:25]=[CH:24]2.C([O-])([O-])=O.[K+].[K+].C1C=CC(P(C2C(C3C(P(C4C=CC=CC=4)C4C=CC=CC=4)=CC=C4C=3C=CC=C4)=C3C(C=CC=C3)=CC=2)C2C=CC=CC=2)=CC=1>O1CCOCC1.CC([O-])=O.CC([O-])=O.[Pd+2]>[NH2:1][C@H:2]1[C:7]([F:9])([F:8])[CH2:6][CH2:5][CH2:4][C@H:3]1[NH:10][C:11]1[N:12]=[C:13]([NH:20][C:21]2[CH:22]=[C:23]3[C:28](=[CH:29][CH:30]=2)[N:27]=[CH:26][CH:25]=[CH:24]3)[C:14]([C:17]#[N:18])=[N:15][CH:16]=1 |f:2.3.4,7.8.9|. Procedure details: A mixture of 5-((1R,2R)-2-amino-3,3-difluorocyclohexylamino)-3-chloropyrazine-2-carbonitrile (97 mg, 0.241 mmol), 6-aminoquinoline (50 mg, 0.347 mmol), K2CO3 (100 mg, 0.724 mmol), BINAP (25 mg, 0.040 mmol) and Pd(OAc)2 (10 mg, 0.044 mmol) in dioxane (2 mL) was degassed with Ar, then was stirred at 110 C for 20 h. Water was added to induce precipitation. The precipitate was collected, and dried on vacuum to give 5-((1R,2R)-2-amino-3,3-difluorocyclohexylamino)-3-(quinolin-6-ylamino)pyrazine-2-carb... Reactants: CC1OC(=O)c2ncc3[nH]c4ccccc4c3c21, ClCc1cc(Cl)ccc1Cl, [H-], [Na+], CN(C)C=O. The product is CC1OC(=O)c2ncc3c(c21)c1ccccc1n3Cc1cc(Cl)ccc1Cl. RXN SMILES: [CH3:1][CH:2]1[O:3][C:4](=[O:18])[c:5]2[c:6]1[c:7]1[c:8]([nH:9][c:10]3[cH:11][cH:12][cH:13][cH:14][c:15]13)[cH:16][n:17]2.[Cl:21][c:22]1[c:23]([CH2:24][Cl:25])[cH:26][c:27]([Cl:30])[cH:28][cH:29]1.[H-:20].[Na+:19].[O:31]=[CH:32][N:33]([CH3:34])[CH3:35]>>[CH3:1][CH:2]1[O:3][C:4](=[O:18])[c:5]2[c:6]1[c:7]1[c:8]([n:9]([CH2:24][c:23]3[c:22]([Cl:21])[cH:29][cH:28][c:27]([Cl:30])[cH:26]3)[c:10]3[cH:11][cH:12][cH:13][cH:14][c:15]13)[cH:16][n:17]2.